Dataset: the Open Reaction Database (ORD), a public repository of structured organic reaction records. Task: describe an organic reaction: reactants, conditions, products, and yield Reactants: CC(NC(=O)c1cc(CBr)cc(N(C)S(C)(=O)=O)c1)c1ccc(F)cc1, NC(CO)(Cc1ccccc1)Cc1ccccc1, CCCCC(N)(COCc1cc(C(=O)NC(C)c2ccc(F)cc2)cc(N(C)S(C)(=O)=O)c1)Cc1ccccc1. The product is CC(NC(=O)c1cc(COCC(N)(Cc2ccccc2)Cc2ccccc2)cc(N(C)S(C)(=O)=O)c1)c1ccc(F)cc1. RXN SMILES: [CH3:1][N:2]([S:3](=[O:4])(=[O:5])[CH3:6])[c:7]1[cH:8][c:9]([C:10](=[O:11])[NH:12][CH:13]([CH3:14])[c:15]2[cH:16][cH:17][c:18]([F:21])[cH:19][cH:20]2)[cH:22][c:23]([CH2:25][Br:26])[cH:24]1.[NH2:27][C:28]([CH2:29][OH:30])([CH2:31][c:32]1[cH:33][cH:34][cH:35][cH:36][cH:37]1)[CH2:38][c:39]1[cH:40][cH:41][cH:42][cH:43][cH:44]1.[NH2:45][C:46]([CH2:47][c:48]1[cH:49][cH:50][cH:51][cH:52][cH:53]1)([CH2:54][CH2:55][CH2:56][CH3:57])[CH2:58][O:59][CH2:60][c:61]1[cH:62][c:63]([C:73]([NH:74][CH:75]([c:76]2[cH:77][cH:78][c:79]([F:80])[cH:81][cH:82]2)[CH3:83])=[O:84])[cH:64][c:65]([N:66]([CH3:67])[S:68]([CH3:69])(=[O:70])=[O:71])[cH:72]1>>[CH3:1][N:2]([S:3](=[O:4])(=[O:5])[CH3:6])[c:7]1[cH:8][c:9]([C:10](=[O:11])[NH:12][CH:13]([CH3:14])[c:15]2[cH:16][cH:17][c:18]([F:21])[cH:19][cH:20]2)[cH:22][c:23]([CH2:25][O:30][CH2:29][C:28]([NH2:27])([CH2:31][c:32]2[cH:33][cH:34][cH:35][cH:36][cH:37]2)[CH2:38][c:39]2[cH:40][cH:41][cH:42][cH:43][cH:44]2)[cH:24]1. The reactants are ClC1=CC=2N(C3=CC=CC=C3SC2C=C1)CCCN1CCN(CC1)CCCl (1-[3-(2-chloro-10H-phenothiazin-10-yl)propyl]-4-(2-chloroethyl)piperazine), OC1=CC=C(OC[C@@H](CNC(C)C)O)C=C1 ((R)-1-(4-hydroxyphenoxy)-3-(1-methylethyl)amino-2-propanol). The product is Cl.Cl.Cl.CC(C)NC[C@H](COC1=CC=C(C=C1)OCCN1CCN(CC1)CCCN1C2=CC=CC=C2SC=2C=CC(=CC12)Cl)O ((R)-1-(1-methylethylamino)-3-[4-[2-[4-[3-(2-chloro-10H-phenothiazin-10-yl)propyl]piperazin-1-yl]ethoxy]phenoxy]-2-propanol, trihydrochloride). As a reaction SMILES: [Cl:1][C:2]1[CH:15]=[CH:14][C:13]2[S:12][C:11]3[C:6](=[CH:7][CH:8]=[CH:9][CH:10]=3)[N:5]([CH2:16][CH2:17][CH2:18][N:19]3[CH2:24][CH2:23][N:22]([CH2:25][CH2:26]Cl)[CH2:21][CH2:20]3)[C:4]=2[CH:3]=1.[OH:28][C:29]1[CH:43]=[CH:42][C:32]([O:33][CH2:34][C@H:35]([OH:41])[CH2:36][NH:37][CH:38]([CH3:40])[CH3:39])=[CH:31][CH:30]=1>>[ClH:1].[ClH:1].[ClH:1].[CH3:40][CH:38]([NH:37][CH2:36][C@@H:35]([OH:41])[CH2:34][O:33][C:32]1[CH:31]=[CH:30][C:29]([O:28][CH2:26][CH2:25][N:22]2[CH2:21][CH2:20][N:19]([CH2:18][CH2:17][CH2:16][N:5]3[C:4]4[CH:3]=[C:2]([Cl:1])[CH:15]=[CH:14][C:13]=4[S:12][C:11]4[C:6]3=[CH:7][CH:8]=[CH:9][CH:10]=4)[CH2:24][CH2:23]2)=[CH:43][CH:42]=1)[CH3:39] |f:2.3.4.5|. Procedure details: Using the conditions outlined in method A, 11.7 g of 1-[3-(2-chloro-10H-phenothiazin-10-yl)propyl]-4-(2-chloroethyl)piperazine was reacted with 7.5 g of (R)-1-(4-hydroxyphenoxy)-3-(1-methylethyl)amino-2-propanol to give, after recrystallization from methanol-ethyl acetate and from methanol-ethanol, the trihydrochloride salt of (S)-1-(1-methylethylamino)-3-[4-[2-[4-[3-(2-chloro-10H-phenothiazin-10-yl)propyl]piperazin-1-yl]ethoxy]phenoxy]-2-propanol, trihydrochloride, mp 251.5°-253°; [α]D25 +10.37... Starting materials: CCNCC, O=C(O)C(Cc1ccccc1)C(=O)O, C=O, Cl, O. The product is C=C(Cc1ccccc1)C(=O)O. Reaction SMILES: [CH2:15]([NH:16][CH2:17][CH3:18])[CH3:19].[CH2:1]([c:2]1[cH:3][cH:4][cH:5][cH:6][cH:7]1)[CH:8]([C:9](=[O:10])[OH:11])[C:12]([OH:13])=[O:14].[CH2:20]=[O:21].[ClH:22].[OH2:23]>>[CH2:1]([c:2]1[cH:3][cH:4][cH:5][cH:6][cH:7]1)[C:8]([C:9](=[O:10])[OH:11])=[CH2:12]. Starting materials: CCCCCC(=O)Cl, CCc1ccc(Cc2c[nH]c3cccc(OC4(O)C(O)OC(CO)C(O)C4O)c23)cc1, ClCCl, Cc1cc(C)nc(C)c1. The product is CCCCCC(=O)OCC1OC(O)C(O)(Oc2cccc3[nH]cc(Cc4ccc(CC)cc4)c23)C(O)C1O. Reaction SMILES: [C:1]([CH2:2][CH2:3][CH2:4][CH2:5][CH3:6])(=[O:7])[Cl:8].[CH2:9]([CH3:10])[c:11]1[cH:12][cH:13][c:14]([CH2:15][c:16]2[cH:17][nH:18][c:19]3[cH:20][cH:21][cH:22][c:23]([O:25][C:26]4([OH:37])[CH:27]([OH:28])[O:29][CH:30]([CH2:35][OH:36])[CH:31]([OH:34])[CH:32]4[OH:33])[c:24]23)[cH:38][cH:39]1.[Cl:40][CH2:41][Cl:42].[n:43]1[c:44]([CH3:45])[cH:46][c:47]([CH3:48])[cH:49][c:50]1[CH3:51]>>[C:1]([CH2:2][CH2:3][CH2:4][CH2:5][CH3:6])(=[O:7])[O:36][CH2:35][CH:30]1[O:29][CH:27]([OH:28])[C:26]([O:25][c:23]2[cH:22][cH:21][cH:20][c:19]3[nH:18][cH:17][c:16]([CH2:15][c:14]4[cH:13][cH:12][c:11]([CH2:9][CH3:10])[cH:39][cH:38]4)[c:24]32)([OH:37])[CH:32]([OH:33])[CH:31]1[OH:34]. Starting materials: BrC1=CC=C(C=C1)N1N=NC(=C1N)C(=O)OCCCC (n-butyl 1-(4-bromophenyl)-5-amino-1H-1,2,3-triazole-4-carboxylate), ClCCCN(C)C (1-chloro-3-(N,N-dimethylamino)-propane). Procedure: A mixture consisting of 8.5 gm (0.025 mol) of n-butyl 1-(4-bromophenyl)-5-amino-1H-1,2,3-triazole-4-carboxylate, 100 ml of absolute dimethylformamide and 9.1 gm (0.075 mol) of 1-chloro-3-(N,N-dimethylamino)-propane was reacted and worked up as in Example 1. 1.5. gm of the desired compound were obtained, corresponding to 13% of theory, with a melting point of 158° C. Product: Cl.CN(CCCN1N=C(C(=N1)C(=O)OCCCC)NC1=CC=C(C=C1)Br)C (n-Butyl 2-(3-dimethylamino-propyl)-5-(4-bromophenylamino)-2H-1,2,3-triazole-4-carboxylate hydrochloride). Reaction SMILES: [Br:1][C:2]1[CH:7]=[CH:6][C:5]([N:8]2[C:12]([NH2:13])=[C:11]([C:14]([O:16][CH2:17][CH2:18][CH2:19][CH3:20])=[O:15])[N:10]=[N:9]2)=[CH:4][CH:3]=1.[Cl:21][CH2:22][CH2:23][CH2:24][N:25]([CH3:27])[CH3:26]>CN(C)C=O>[ClH:21].[CH3:26][N:25]([CH3:27])[CH2:24][CH2:23][CH2:22][N:9]1[N:10]=[C:11]([C:14]([O:16][CH2:17][CH2:18][CH2:19][CH3:20])=[O:15])[C:12]([NH:8][C:5]2[CH:6]=[CH:7][C:2]([Br:1])=[CH:3][CH:4]=2)=[N:13]1 |f:3.4|. Solvent: CN(C=O)C (dimethylformamide). Reactants: Brc1cncc2cccnc12, C#C[Si](C)(C)C. Product: C#Cc1cncc2cccnc12. As a reaction SMILES: [Br:1][c:2]1[cH:3][n:4][cH:5][c:6]2[cH:7][cH:8][cH:9][n:10][c:11]12.[C:12](#[CH:13])[Si:14]([CH3:15])([CH3:16])[CH3:17]>>[c:2]1([C:12]#[CH:13])[cH:3][n:4][cH:5][c:6]2[cH:7][cH:8][cH:9][n:10][c:11]12. Starting materials: N1C=NC=C1 (imidazole), C(C)(C)(C)[Si](C1=CC=CC=C1)(C1=CC=CC=C1)Cl (tert-butyl(chloro)diphenylsilane), OCCC=1C(N(C=CC1)C1=C(C=C(C=C1)[N+](=O)[O-])C)=O (3-(2-Hydroxyethyl)-1-(2-methyl-4-nitrophenyl)pyridin-2(1H)-one). The solvent is O (water), CN(C=O)C (N,N-dimethylformamide). Run at time 8 hour. The product is [Si](C1=CC=CC=C1)(C1=CC=CC=C1)(C(C)(C)C)OCCC=1C(N(C=CC1)C1=C(C=C(C=C1)[N+](=O)[O-])C)=O (3-(2-{[tert-Butyl(diphenyl)silyl]oxy}ethyl)-1-(2-methyl-4-nitrophenyl)pyridin-2(1H)-one). RXN SMILES: [OH:1][CH2:2][CH2:3][C:4]1[C:5](=[O:20])[N:6]([C:10]2[CH:15]=[CH:14][C:13]([N+:16]([O-:18])=[O:17])=[CH:12][C:11]=2[CH3:19])[CH:7]=[CH:8][CH:9]=1.N1C=CN=C1.[C:26]([Si:30](Cl)([C:37]1[CH:42]=[CH:41][CH:40]=[CH:39][CH:38]=1)[C:31]1[CH:36]=[CH:35][CH:34]=[CH:33][CH:32]=1)([CH3:29])([CH3:28])[CH3:27]>CN(C)C=O.O>[Si:30]([O:1][CH2:2][CH2:3][C:4]1[C:5](=[O:20])[N:6]([C:10]2[CH:15]=[CH:14][C:13]([N+:16]([O-:18])=[O:17])=[CH:12][C:11]=2[CH3:19])[CH:7]=[CH:8][CH:9]=1)([C:26]([CH3:29])([CH3:28])[CH3:27])([C:37]1[CH:38]=[CH:39][CH:40]=[CH:41][CH:42]=1)[C:31]1[CH:36]=[CH:35][CH:34]=[CH:33][CH:32]=1. Reported procedure: 38 g (138 mmol) of the compound from Example 14A are dissolved in 200 ml of anhydrous N,N-dimethylformamide, and 12.2 g (198 mmol) of imidazole and, a little at a time, 46 g (135 mmol) of tert-butyl(chloro)diphenylsilane are added at 0° C. The mixture is stirred overnight and then diluted with water and extracted three times with ethyl acetate. The combined organic phases are washed twice with saturated sodium chloride solution, dried over magnesium sulphate, filtered and evaporated under reduce... Reactants: Cc1ccccc1, COC(=O)C(C)c1ccc2c(c1)Oc1ccccc1CC2=O, O. Product: COC(=O)C(C)c1ccc2c(c1)Oc1ccccc1CC2. As a reaction SMILES: [CH3:24][c:25]1[cH:26][cH:27][cH:28][cH:29][cH:30]1.[O:1]=[C:2]1[c:3]2[c:4]([cH:13][c:14]([CH:17]([C:18](=[O:19])[O:20][CH3:21])[CH3:22])[cH:15][cH:16]2)[O:5][c:6]2[c:7]([cH:9][cH:10][cH:11][cH:12]2)[CH2:8]1.[OH2:23]>>[CH2:2]1[c:3]2[c:4]([cH:13][c:14]([CH:17]([C:18](=[O:19])[O:20][CH3:21])[CH3:22])[cH:15][cH:16]2)[O:5][c:6]2[c:7]([cH:9][cH:10][cH:11][cH:12]2)[CH2:8]1.